This data is from the Open Reaction Database (ORD), a public repository of structured organic reaction records. The task is: describe an organic reaction: reactants, conditions, products, and yield Reactants: Brc1ccc(OC2CCCCO2)cc1, CC(=O)[O-], CC(=O)[O-], CCOC(C)=O, CC(C)(C)[O-], Cc1ccccc1, FC(F)(F)Oc1ccc(N2CCNCC2)cc1, [Na+], O, [Pd+2], c1ccc(P(c2ccccc2)c2ccc3ccccc3c2-c2c(P(c3ccccc3)c3ccccc3)ccc3ccccc23)cc1. Product: FC(F)(F)Oc1ccc(N2CCN(c3ccc(OC4CCCCO4)cc3)CC2)cc1. Reaction SMILES: [Br:18][c:19]1[cH:20][cH:21][c:22]([O:23][CH:24]2[O:25][CH2:26][CH2:27][CH2:28][CH2:29]2)[cH:30][cH:31]1.[C:91]([O-:92])(=[O:93])[CH3:94].[C:96]([O-:97])(=[O:98])[CH3:99].[CH3:101][CH2:102][O:103][C:104](=[O:105])[CH3:106].[CH3:78][C:79]([CH3:80])([O-:81])[CH3:82].[CH3:84][c:85]1[cH:86][cH:87][cH:88][cH:89][cH:90]1.[F:1][C:2]([O:3][c:4]1[cH:5][cH:6][c:7]([N:10]2[CH2:11][CH2:12][NH:13][CH2:14][CH2:15]2)[cH:8][cH:9]1)([F:16])[F:17].[Na+:83].[OH2:100].[Pd+2:95].[cH:32]1[cH:33][cH:34][c:35]([P:36]([c:37]2[cH:38][cH:39][c:40]3[c:41]([cH:42][cH:43][cH:44][cH:45]3)[c:46]2-[c:47]2[c:48]3[c:49]([cH:50][cH:51][cH:52][cH:53]3)[cH:54][cH:55][c:56]2[P:57]([c:58]2[cH:59][cH:60][cH:61][cH:62][cH:63]2)[c:64]2[cH:65][cH:66][cH:67][cH:68][cH:69]2)[c:70]2[cH:71][cH:72][cH:73][cH:74][cH:75]2)[cH:76][cH:77]1>>[F:1][C:2]([O:3][c:4]1[cH:5][cH:6][c:7]([N:10]2[CH2:11][CH2:12][N:13]([c:19]3[cH:20][cH:21][c:22]([O:23][CH:24]4[O:25][CH2:26][CH2:27][CH2:28][CH2:29]4)[cH:30][cH:31]3)[CH2:14][CH2:15]2)[cH:8][cH:9]1)([F:16])[F:17]. Reactants: CCOC(=O)c1sc(Br)nc1C, C#C[Si](C)(C)C, Cc1ccccc1, CCN(C(C)C)C(C)C, [Cu]I, Cl[Pd]Cl, c1ccc(P(c2ccccc2)c2ccccc2)cc1, c1ccc(P(c2ccccc2)c2ccccc2)cc1. The product is C#Cc1nc(C)c(C(=O)OCC)s1. RXN SMILES: [Br:1][c:2]1[s:3][c:4]([C:8](=[O:9])[O:10][CH2:11][CH3:12])[c:5]([CH3:7])[n:6]1.[CH3:22][Si:23]([C:24]#[CH:25])([CH3:26])[CH3:27].[CH3:28][c:29]1[cH:30][cH:31][cH:32][cH:33][cH:34]1.[CH:13]([CH3:14])([N:15]([CH2:16][CH3:17])[CH:18]([CH3:19])[CH3:20])[CH3:21].[Cu:35][I:36].[Pd:37]([Cl:38])[Cl:39].[c:40]1([P:41]([c:42]2[cH:43][cH:44][cH:45][cH:46][cH:47]2)[c:48]2[cH:49][cH:50][cH:51][cH:52][cH:53]2)[cH:54][cH:55][cH:56][cH:57][cH:58]1.[c:59]1([P:60]([c:61]2[cH:62][cH:63][cH:64][cH:65][cH:66]2)[c:67]2[cH:68][cH:69][cH:70][cH:71][cH:72]2)[cH:73][cH:74][cH:75][cH:76][cH:77]1>>[c:2]1([C:13]#[CH:14])[s:3][c:4]([C:8](=[O:9])[O:10][CH2:11][CH3:12])[c:5]([CH3:7])[n:6]1.